The task is: describe an organic reaction: reactants, conditions, products, and yield. This data is from the Open Reaction Database (ORD), a public repository of structured organic reaction records. Product: CN1CCC(O)(C(C(=O)N2CCN(CCCCc3cccc4ccccc34)CC2)c2ccc(F)cc2)CC1. As a reaction SMILES: [C:1]([O:2][C:6](=[O:3])[N:8]1[CH2:9][CH2:10][C:11]([OH:14])([CH:15]([C:16](=[O:17])[N:18]2[CH2:19][CH2:20][N:21]([CH2:24][CH2:25][CH2:26][CH2:27][c:28]3[cH:29][cH:30][cH:31][c:32]4[cH:33][cH:34][cH:35][cH:36][c:37]34)[CH2:22][CH2:23]2)[c:38]2[cH:39][cH:40][c:41]([F:44])[cH:42][cH:43]2)[CH2:12][CH2:13]1)([CH3:4])([CH3:5])[CH3:7].[CH3:52][OH:53].[ClH:51].[O:45]1[CH2:46][CH2:47][O:48][CH2:49][CH2:50]1>>[CH3:6][N:8]1[CH2:9][CH2:10][C:11]([OH:14])([CH:15]([C:16](=[O:17])[N:18]2[CH2:19][CH2:20][N:21]([CH2:24][CH2:25][CH2:26][CH2:27][c:28]3[cH:29][cH:30][cH:31][c:32]4[cH:33][cH:34][cH:35][cH:36][c:37]34)[CH2:22][CH2:23]2)[c:38]2[cH:39][cH:40][c:41]([F:44])[cH:42][cH:43]2)[CH2:12][CH2:13]1. Starting materials: CC(C)(C)OC(=O)N1CCC(O)(C(C(=O)N2CCN(CCCCc3cccc4ccccc34)CC2)c2ccc(F)cc2)CC1, CO, Cl, C1COCCO1. Reaction SMILES: [CH3:31][I:32].[Cl:1][c:2]1[cH:3][cH:4][c:5]2[c:6]([N:12]3[CH2:13][CH2:14][N:15]([C:18](=[O:19])[NH:20][CH:21]4[CH2:22][CH:23]([OH:28])[CH2:24][CH2:25][CH2:26][CH2:27]4)[CH2:16][CH2:17]3)[cH:7][cH:8][n:9][c:10]2[cH:11]1.[H-:30].[Na+:29].[O:33]=[CH:34][N:35]([CH3:36])[CH3:37]>>[Cl:1][c:2]1[cH:3][cH:4][c:5]2[c:6]([N:12]3[CH2:13][CH2:14][N:15]([C:18](=[O:19])[NH:20][CH:21]4[CH2:22][CH:23]([O:28][CH3:31])[CH2:24][CH2:25][CH2:26][CH2:27]4)[CH2:16][CH2:17]3)[cH:7][cH:8][n:9][c:10]2[cH:11]1. Yields the product COC1CCCCC(NC(=O)N2CCN(c3ccnc4cc(Cl)ccc34)CC2)C1. Reactants: CI, O=C(NC1CCCCC(O)C1)N1CCN(c2ccnc3cc(Cl)ccc23)CC1, [H-], [Na+], CN(C)C=O. Reactants: C=O, CO, Cl, [Na+], [OH-], Cn1cc(O)c(=O)cc1C(O)C(F)(F)F. The product is Cn1c(C(O)C(F)(F)F)cc(=O)c(O)c1CO. Reaction SMILES: [CH2:16]=[O:17].[CH3:21][OH:22].[ClH:20].[Na+:19].[OH-:18].[OH:1][c:2]1[c:3](=[O:15])[cH:4][c:5]([CH:9]([C:10]([F:11])([F:12])[F:13])[OH:14])[n:6]([CH3:8])[cH:7]1>>[OH:1][c:2]1[c:3](=[O:15])[cH:4][c:5]([CH:9]([C:10]([F:11])([F:12])[F:13])[OH:14])[n:6]([CH3:8])[c:7]1[CH2:16][OH:17]. Starting materials: N1N=CC=C1 (pyrazole), [H-].[Na+] (sodium hydride), CS(=O)(=O)OC1CCN(CC1)C(=O)OC(C)(C)C (tert-butyl 4-[(methylsulfonyl)oxy]piperidine-1-carboxylate). The solvent is CN(C)C=O (DMF), CN(C)C=O (DMF). Reaction conditions: time 5 minute. Yields the product N1(N=CC=C1)C1CCN(CC1)C(=O)OC(C)(C)C (tert-butyl 4-(1H-pyrazol-1-yl)piperidine-1-carboxylate). Reaction SMILES: [NH:1]1[CH:5]=[CH:4][CH:3]=[N:2]1.[H-].[Na+].CS(O[CH:13]1[CH2:18][CH2:17][N:16]([C:19]([O:21][C:22]([CH3:25])([CH3:24])[CH3:23])=[O:20])[CH2:15][CH2:14]1)(=O)=O>CN(C=O)C>[N:1]1([CH:13]2[CH2:18][CH2:17][N:16]([C:19]([O:21][C:22]([CH3:25])([CH3:24])[CH3:23])=[O:20])[CH2:15][CH2:14]2)[CH:5]=[CH:4][CH:3]=[N:2]1 |f:1.2|. Reported procedure: To a solution of pyrazole (100 mg, 1.50 mmol) in DMF (10.0 ml) under nitrogen atmosphere was added sodium hydride (60 mg, 1.65 mmol) and the solution stirred for 5 min. After bubbling ceased, the title compound from Step A (204 mg, 1.50 mmol) in 2.5 mL of DMF was added to the solution. The mixture was placed in a microwave reaction vessel and nitrogen was blown into it before closing. Reactants: Cl.COC1=CC=C(C=C1)S(=O)(=O)NC(C(=O)O[C@H]1CN2CCC1CC2)C2=CC=CC=C2 ((R)-quinuclidin-3-yl 2-(4-methoxyphenylsulfonamido)-2-phenylacetate hydrochloride), BrCC(=O)C1=CC=CC=C1 (2-bromo-1-phenylethanone). The solvent is C(Cl)Cl (DCM). Conditions: time 3 hour. Yields the product [Br-].COC1=CC=C(C=C1)S(=O)(=O)NC(C(=O)O[C@H]1C[N+]2(CCC1CC2)CC(C2=CC=CC=C2)=O)C2=CC=CC=C2 ((3R)-3-(2-(4-methoxyphenylsulfonamido)-2-phenylacetoxy)-1-(2-oxo-2-phenylethyl)-1-azoniabicyclo[2.2.2]octane bromide). The yield is 54.2%. As a reaction SMILES: Cl.[CH3:2][O:3][C:4]1[CH:9]=[CH:8][C:7]([S:10]([NH:13][CH:14]([C:26]2[CH:31]=[CH:30][CH:29]=[CH:28][CH:27]=2)[C:15]([O:17][C@@H:18]2[CH:23]3[CH2:24][CH2:25][N:20]([CH2:21][CH2:22]3)[CH2:19]2)=[O:16])(=[O:12])=[O:11])=[CH:6][CH:5]=1.[Br:32][CH2:33][C:34]([C:36]1[CH:41]=[CH:40][CH:39]=[CH:38][CH:37]=1)=[O:35]>C(Cl)Cl>[Br-:32].[CH3:2][O:3][C:4]1[CH:5]=[CH:6][C:7]([S:10]([NH:13][CH:14]([C:26]2[CH:31]=[CH:30][CH:29]=[CH:28][CH:27]=2)[C:15]([O:17][C@@H:18]2[CH:23]3[CH2:22][CH2:21][N+:20]([CH2:33][C:34](=[O:35])[C:36]4[CH:41]=[CH:40][CH:39]=[CH:38][CH:37]=4)([CH2:25][CH2:24]3)[CH2:19]2)=[O:16])(=[O:12])=[O:11])=[CH:8][CH:9]=1 |f:0.1,4.5|. Reported procedure: (R)-quinuclidin-3-yl 2-(4-methoxyphenylsulfonamido)-2-phenylacetate hydrochloride (C68) (96 mg, 0.22 mmol) was dissolved in DCM and washed with 1M K2CO3. The organic phase was dried over Na2SO4, filtered and evaporated. The resulting solid was dissolved in EtOAc (2 ml) and 2-bromo-1-phenylethanone (49.2 mg, 0.25 mmol) was added. The reaction was stirred at RT for 3 hours, and then it was washed with aq. K2CO3, dried over Na2SO4, filtered and evaporated to obtain (3R)-3-(2-(4-methoxyphenylsulfona...